From a dataset of the Open Reaction Database (ORD), a public repository of structured organic reaction records. describe an organic reaction: reactants, conditions, products, and yield Starting materials: C(C)(C)(C)OC(=O)N(CCN(C(OC(C)(C)C)=O)CC=1SC=C(C1)N1N=C(C=C1C(NCC1=C(C=CC=C1)OC)=O)C(F)(F)F)C (tert-butyl 2-((tert-butoxycarbonyl)(methyl)amino)ethyl((4-(5-(2-methoxybenzylcarbamoyl)-3-(trifluoromethyl)-1H-pyrazol-1-yl)thiophen-2-yl)methyl)carbamate), C(C)(C)(C)OC(=O)N(CCN(C(OC(C)(C)C)=O)CC=1SC=C(C1)N1N=C(C=C1C(NCC1=C(C=CC=C1)OC)=O)C(F)(F)F)C (tert-butyl 2-((tert-butoxycarbonyl)(methyl)amino)ethyl((4-(5-(2-methoxybenzylcarbamoyl)-3-(trifluoromethyl)-1H-pyrazol-1-yl)thiophen-2-yl)methyl)carbamate), C(=O)(C(F)(F)F)O (TFA), N[C@H](C(=O)NCC1=CC(=CS1)N1N=C(C=C1C(=O)NCC1=C(C=CC=C1)OC)C(F)(F)F)C ((S)-1-(5-((2-aminopropanamido)methyl)thiophen-3-yl)-N-(2-methoxybenzyl)-3-(trifluoromethyl)-1H-pyrazole-5-carboxamide). Yields the product COC1=C(CNC(=O)C2=CC(=NN2C2=CSC(=C2)CNCCNC)C(F)(F)F)C=CC=C1 (N-(2-methoxybenzyl)-1-(5-((2-(methylamino)ethylamino)methyl)thiophen-3-yl)-3-(trifluoromethyl)-1H-pyrazole-5-carboxamide). As a reaction SMILES: C(O[C:6]([N:8](C)[CH2:9][CH2:10][N:11]([CH2:19][C:20]1[S:21][CH:22]=[C:23]([N:25]2[C:29]([C:30](=[O:41])[NH:31][CH2:32][C:33]3[CH:38]=[CH:37][CH:36]=[CH:35][C:34]=3[O:39][CH3:40])=[CH:28][C:27]([C:42]([F:45])([F:44])[F:43])=[N:26]2)[CH:24]=1)C(=O)OC(C)(C)C)=O)(C)(C)C.C(O)(C(F)(F)F)=O.N[C@@H](C)C(NCC1SC=C(N2C(C(NCC3C=CC=CC=3OC)=O)=CC(C(F)(F)F)=N2)C=1)=O>>[CH3:40][O:39][C:34]1[CH:35]=[CH:36][CH:37]=[CH:38][C:33]=1[CH2:32][NH:31][C:30]([C:29]1[N:25]([C:23]2[CH:24]=[C:20]([CH2:19][NH:11][CH2:10][CH2:9][NH:8][CH3:6])[S:21][CH:22]=2)[N:26]=[C:27]([C:42]([F:43])([F:44])[F:45])[CH:28]=1)=[O:41]. Reported procedure: The title compound 214 (133 mg, bis-TFA salt) was obtained as a white fluffy solid following the procedure described for the synthesis of 9a (scheme 2, example 1c, step 9) using 214 (135 mg, 0.202 mmol) in place of 15a The reactants are CC(C)(C)OC(=O)NCCCSc1ccncc1, ClCCl, O=C(OO)c1cccc(Cl)c1. Product: CC(C)(C)OC(=O)NCCCS(=O)c1ccncc1. RXN SMILES: [C:1]([CH3:2])([CH3:3])([CH3:4])[O:5][C:6](=[O:7])[NH:8][CH2:9][CH2:10][CH2:11][S:12][c:13]1[cH:14][cH:15][n:16][cH:17][cH:18]1.[CH2:30]([Cl:31])[Cl:32].[Cl:19][c:20]1[cH:21][cH:22][cH:23][c:24]([C:25]([O:26][OH:28])=[O:27])[cH:29]1>>[C:1]([CH3:2])([CH3:3])([CH3:4])[O:5][C:6](=[O:7])[NH:8][CH2:9][CH2:10][CH2:11][S:12]([c:13]1[cH:14][cH:15][n:16][cH:17][cH:18]1)=[O:27].